From a dataset of the Open Reaction Database (ORD), a public repository of structured organic reaction records. describe an organic reaction: reactants, conditions, products, and yield Starting materials: CCO, CCc1cc(Cl)n2nccc2n1, N#CC(c1ccccc1)c1ccc(N)cc1. Yields the product CCc1cc(Nc2ccc(C(C#N)c3ccccc3)cc2)n2nccc2n1. RXN SMILES: [CH3:29][CH2:30][OH:31].[Cl:17][c:18]1[cH:19][c:20]([CH2:27][CH3:28])[n:21][c:22]2[n:23]1[n:24][cH:25][cH:26]2.[NH2:1][c:2]1[cH:3][cH:4][c:5]([CH:8]([C:9]#[N:10])[c:11]2[cH:12][cH:13][cH:14][cH:15][cH:16]2)[cH:6][cH:7]1>>[NH:1]([c:2]1[cH:3][cH:4][c:5]([CH:8]([C:9]#[N:10])[c:11]2[cH:12][cH:13][cH:14][cH:15][cH:16]2)[cH:6][cH:7]1)[c:18]1[cH:19][c:20]([CH2:27][CH3:28])[n:21][c:22]2[n:23]1[n:24][cH:25][cH:26]2. Reactants: BrC1=CC=C2CC(NCC2=C1)CO[Si](C)(C)C(C)(C)C (7-bromo-3-({[tert-butyl(dimethyl)silyl]oxy}methyl)-1,2,3,4-tetrahydroisoquinoline), NC1=NC(=CC(=N1)Cl)Cl (2-amino-4,6-dichloropyrimidine), CN1CCNCC1 (1-methylpiperazine). Product: BrC1=CC=C2CC(N(CC2=C1)C1=NC(=NC(=C1)N1CCN(CC1)C)N)CO[Si](C)(C)C(C)(C)C (4-[7-bromo-3-({[tert-butyl(dimethyl)silyl]oxy}methyl)-3,4-dihydroisoquinolin-2(1H)-yl]-6-(4-methylpiperazin-1-yl)pyrimidin-2-amine). As a reaction SMILES: [Br:1][C:2]1[CH:11]=[C:10]2[C:5]([CH2:6][CH:7]([CH2:12][O:13][Si:14]([C:17]([CH3:20])([CH3:19])[CH3:18])([CH3:16])[CH3:15])[NH:8][CH2:9]2)=[CH:4][CH:3]=1.[NH2:21][C:22]1[N:27]=[C:26](Cl)[CH:25]=[C:24](Cl)[N:23]=1.[CH3:30][N:31]1[CH2:36][CH2:35][NH:34][CH2:33][CH2:32]1>>[Br:1][C:2]1[CH:11]=[C:10]2[C:5]([CH2:6][CH:7]([CH2:12][O:13][Si:14]([C:17]([CH3:20])([CH3:19])[CH3:18])([CH3:15])[CH3:16])[N:8]([C:24]3[CH:25]=[C:26]([N:34]4[CH2:35][CH2:36][N:31]([CH3:30])[CH2:32][CH2:33]4)[N:27]=[C:22]([NH2:21])[N:23]=3)[CH2:9]2)=[CH:4][CH:3]=1. Procedure: This compound was prepared by using procedures analogous to those described for the synthesis of Example 49, Step 5 and 6 starting from 7-bromo-3-({[tert-butyl(dimethyl)silyl]oxy}methyl)-1,2,3,4-tetrahydroisoquinoline, 2-amino-4,6-dichloropyrimidine and 1-methylpiperazine. LCMS (M+H)+: m/z=547.2.